Dataset: the Open Reaction Database (ORD), a public repository of structured organic reaction records. Task: describe an organic reaction: reactants, conditions, products, and yield The reactants are COC1=CC(=C(C2=CC=CC=C12)OC)CC1C(CC(CC1)(O)C(C)O)C(=O)OCC1=CC=CC=C1 (1-(1,4-dimethoxy-3-naphthylmethyl)-2-benzyloxycarbonyl-4-(1-hydroxyethyl)-4-hydroxyl-cyclohexane), C(C)(=O)OC(C)=O (acetic anhydride), C(C)(=O)[O-] (acetate), C1=CCCCC1 (cyclohexene). The reagents and catalysts are CN(C1=CC=NC=C1)C (4-dimethylamino-pyridine), [Pd] (palladium-on-carbon). Run in N1=CC=CC=C1 (pyridine). The product is OC(C)C1(CC2C(C3=C(C4=CC=CC=C4C(=C3CC2CC1)OC)OC)=O)O (1,2,3,4,4a,5,12,12a-Octahydro-2-(1-hydroxyethyl)-2-hydroxy-6,11-dimethoxy-12-oxo-naphthacene). The yield is 66.1%. RXN SMILES: [CH3:1][O:2][C:3]1[C:12]2[C:7](=[CH:8][CH:9]=[CH:10][CH:11]=2)[C:6]([O:13][CH3:14])=[C:5]([CH2:15][CH:16]2[CH2:21][CH2:20][C:19]([CH:23]([OH:25])[CH3:24])([OH:22])[CH2:18][CH:17]2[C:26]([O:28]CC2C=CC=CC=2)=O)[CH:4]=1.C(OC(=O)C)(=O)C.C([O-])(=O)C.C1CCCCC=1>CN(C)C1C=CN=CC=1.[Pd].N1C=CC=CC=1>[OH:25][CH:23]([C:19]1([OH:22])[CH2:20][CH2:21][CH:16]2[CH:17]([C:26](=[O:28])[C:4]3[C:5]([CH2:15]2)=[C:6]([O:13][CH3:14])[C:7]2[C:12](=[CH:11][CH:10]=[CH:9][CH:8]=2)[C:3]=3[O:2][CH3:1])[CH2:18]1)[CH3:24]. Procedure details: Operation as described in Example 6, 0.44 g of 1-(1,4-dimethoxy-3-naphthylmethyl)-2-benzyloxycarbonyl-4-(1-hydroxyethyl)-4-hydroxyl-cyclohexane, prepared as described in Example 11, was treated with acetic anhydride in presence of 4-dimethylamino-pyridine and pyridine. The corresponding acetate was treated with cyclohexene in the presence of 10% by weight palladium-on-carbon in order to remove the benzyl group. The acid was cyclized by treatment with a mixture of trifluoroacetic anhydride and tr... Starting materials: CC1(COC2=C(O1)C=CC=C2)C(=O)N (2-methyl-1,4-benzodioxan-2-carboxamide), O=P12OP3(=O)OP(=O)(O1)OP(=O)(O2)O3 (phosphorus pentoxide). Solvent: C1(=CC=CC=C1)C (toluene). Yields the product C(#N)C1(COC2=C(O1)C=CC=C2)C (2-Cyano-2-methyl-1,4-benzodioxan). The yield is 69.9%. Reaction SMILES: [CH3:1][C:2]1([C:12]([NH2:14])=O)[O:7][C:6]2[CH:8]=[CH:9][CH:10]=[CH:11][C:5]=2[O:4][CH2:3]1.O=P12OP3(OP(OP(O3)(O1)=O)(=O)O2)=O>C1(C)C=CC=CC=1>[C:12]([C:2]1([CH3:1])[O:7][C:6]2[CH:8]=[CH:9][CH:10]=[CH:11][C:5]=2[O:4][CH2:3]1)#[N:14]. Procedure details: A stirred mixture of 2-methyl-1,4-benzodioxan-2-carboxamide (8.17 g), phosphorus pentoxide (17 g) and anhydrous toluene (175 ml) was heated under reflux for 4 hours. On cooling the supernatant was decanted from the residue, the latter being washed by decantation with more toluene. Filtration and evaporation of the solvent gave a solid residue (5.18 g). Crystallisation from ethanol yielded the cyano compound (4.4 g); m.p. 88°-89°.